Dataset: the Open Reaction Database (ORD), a public repository of structured organic reaction records. Task: describe an organic reaction: reactants, conditions, products, and yield Starting materials: I(=O)(=O)(=O)[O-].[Na+] (sodium periodate), 22-L, C(=O)=O (dry ice), C12C=CC(CC1)C2 (norbornene), C(C)(=O)OCC (ethyl acetate). Reagents/catalysts: [Ru](Cl)(Cl)Cl (Ruthenium trichloride). Solvent: O (water), C(C)#N (acetonitrile). Reaction conditions: temperature 5 celsius, time 90 minute. The product is C1(CC(CC1)C(=O)O)C(=O)O (cyclopentane-1,3-dicarboxylic acid). Isolated yield 58.0%. As a reaction SMILES: [CH:1]12CC(C[CH2:6]1)[CH:3]=[CH:2]2.[C:8]([O:11]CC)(=[O:10])[CH3:9].I([O-])(=O)(=O)=O.[Na+].[C:20](=[O:22])=[O:21]>O.[Ru](Cl)(Cl)Cl.C(#N)C>[CH:9]1([C:8]([OH:11])=[O:10])[CH2:3][CH2:2][CH:1]([C:20]([OH:22])=[O:21])[CH2:6]1 |f:2.3|. Procedure details: A 22-L, 3-neck, round bottom flask was equipped with a mechanical stirrer, a J-KEM temperature controller, and a nitrogen inlet. The flask was charged with norbornene (200 g, 2.123 mol), ethyl acetate (1.95 L), and acetonitrile (1.95 L). The reaction mixture was cooled to 5° C. using an acetone/dry ice bath. Ruthenium trichloride (9.69 g, 46.72 mmol) was added in one portion followed by the slow addition of a suspension of sodium periodate (1.816 kg, 8.707 mol) in water (2.925 L) over 30 min. Th...